The task is: describe an organic reaction: reactants, conditions, products, and yield. This data is from the Open Reaction Database (ORD), a public repository of structured organic reaction records. Starting materials: CNCC(=O)O[C@@H](CN1N(C(C(=C1C)C(NC1=CC(=C(C=C1)OC1=CC=NC2=CC(=CC=C12)OC)F)=O)=O)C1=CC=CC=C1)C ((R)-1-(4-(4-(7-methoxyquinolin-4-yloxy)-3-fluorophenyl-carbamoyl)-2,3-dihydro-5-methyl-3-oxo-2-phenylpyrazol-1-yl)propan-2-yl 2-(methyl-amino)acetate), C(C)(=O)O (acetic acid), solid. Product: C(C)(=O)O.CNCC(=O)O[C@@H](CN1N(C(C(=C1C)C(NC1=CC(=C(C=C1)OC1=CC=NC2=CC(=CC=C12)OC)F)=O)=O)C1=CC=CC=C1)C ((R)-1-(4-(3-fluoro-4-(7-methoxyquinolin-4-yloxy)phenylcarbamoyl)-5-methyl-3-oxo-2-phenyl-2,3-dihydropyrazol-1-yl)propan-2-yl 2-(methylamino)acetate acetate). RXN SMILES: [CH3:1][NH:2][CH2:3][C:4]([O:6][C@H:7]([CH3:45])[CH2:8][N:9]1[C:13]([CH3:14])=[C:12]([C:15](=[O:37])[NH:16][C:17]2[CH:22]=[CH:21][C:20]([O:23][C:24]3[C:33]4[C:28](=[CH:29][C:30]([O:34][CH3:35])=[CH:31][CH:32]=4)[N:27]=[CH:26][CH:25]=3)=[C:19]([F:36])[CH:18]=2)[C:11](=[O:38])[N:10]1[C:39]1[CH:44]=[CH:43][CH:42]=[CH:41][CH:40]=1)=[O:5].C(O)(=O)C>>[C:4]([OH:6])(=[O:5])[CH3:3].[CH3:1][NH:2][CH2:3][C:4]([O:6][C@H:7]([CH3:45])[CH2:8][N:9]1[C:13]([CH3:14])=[C:12]([C:15](=[O:37])[NH:16][C:17]2[CH:22]=[CH:21][C:20]([O:23][C:24]3[C:33]4[C:28](=[CH:29][C:30]([O:34][CH3:35])=[CH:31][CH:32]=4)[N:27]=[CH:26][CH:25]=3)=[C:19]([F:36])[CH:18]=2)[C:11](=[O:38])[N:10]1[C:39]1[CH:40]=[CH:41][CH:42]=[CH:43][CH:44]=1)=[O:5] |f:2.3|. Procedure details: The title compound was prepared according to the procedure described in Example 39 step 3 by using (R)-1-(4-(4-(7-methoxyquinolin-4-yloxy)-3-fluorophenyl-carbamoyl)-2,3-dihydro-5-methyl-3-oxo-2-phenylpyrazol-1-yl)propan-2-yl 2-(methyl-amino)acetate (82.3 mg, 0.134 mmol) and acetic acid (31.6 mg, 0.268 mmol). The title compound was abtained as a white solid (77.5 mg, 68%). Starting materials: COc1cc2ncnc(Oc3cccc(NC(=O)Nc4cc(C(C)(C)C)on4)c3)c2cc1OCCCl, C1CCNCC1, CCCC[N+](CCCC)(CCCC)CCCC, [I-], O. The product is COc1cc2ncnc(Oc3cccc(NC(=O)Nc4cc(C(C)(C)C)on4)c3)c2cc1OCCN1CCCCC1. As a reaction SMILES: [C:1]([CH3:2])([CH3:3])([CH3:4])[c:5]1[cH:6][c:7]([NH:10][C:11](=[O:12])[NH:13][c:14]2[cH:15][c:16]([O:20][c:21]3[n:22][cH:23][n:24][c:25]4[cH:26][c:27]([O:35][CH3:36])[c:28]([O:31][CH2:32][CH2:33][Cl:34])[cH:29][c:30]34)[cH:17][cH:18][cH:19]2)[n:8][o:9]1.[CH2:37]1[CH2:38][CH2:39][NH:40][CH2:41][CH2:42]1.[CH2:44]([N+:45]([CH2:46][CH2:47][CH2:48][CH3:49])([CH2:50][CH2:51][CH2:52][CH3:53])[CH2:54][CH2:55][CH2:56][CH3:57])[CH2:58][CH2:59][CH3:60].[I-:43].[OH2:61]>>[C:1]([CH3:2])([CH3:3])([CH3:4])[c:5]1[cH:6][c:7]([NH:10][C:11](=[O:12])[NH:13][c:14]2[cH:15][c:16]([O:20][c:21]3[n:22][cH:23][n:24][c:25]4[cH:26][c:27]([O:35][CH3:36])[c:28]([O:31][CH2:32][CH2:33][N:40]5[CH2:39][CH2:38][CH2:37][CH2:42][CH2:41]5)[cH:29][c:30]34)[cH:17][cH:18][cH:19]2)[n:8][o:9]1.